From a dataset of the Open Reaction Database (ORD), a public repository of structured organic reaction records. describe an organic reaction: reactants, conditions, products, and yield Starting materials: ClC1=CC=C(C=C1)S(=O)(=O)NCCCCC(CCC(=O)OC)CCOS(=O)(=O)C (methyl 8-(p-chlorophenylsulfonamido)-4-(2-methylsulfonyloxyethyl)-octanoate), N1C=NC=C1 (imidazole), O (water). Solvent: CN(C=O)C (dimethylformamide). The product is ClC1=CC=C(C=C1)S(=O)(=O)NCCCCC(CCC(=O)OC)CCN1C=NC=C1 (methyl 8-(p-chlorophenylsulfonamido)-4-[2-(1-imidazolyl)ethyl]-octanoate). RXN SMILES: [Cl:1][C:2]1[CH:7]=[CH:6][C:5]([S:8]([NH:11][CH2:12][CH2:13][CH2:14][CH2:15][CH:16]([CH2:23][CH2:24]OS(C)(=O)=O)[CH2:17][CH2:18][C:19]([O:21][CH3:22])=[O:20])(=[O:10])=[O:9])=[CH:4][CH:3]=1.[NH:30]1[CH:34]=[CH:33][N:32]=[CH:31]1.O>CN(C)C=O>[Cl:1][C:2]1[CH:7]=[CH:6][C:5]([S:8]([NH:11][CH2:12][CH2:13][CH2:14][CH2:15][CH:16]([CH2:23][CH2:24][N:30]2[CH:34]=[CH:33][N:32]=[CH:31]2)[CH2:17][CH2:18][C:19]([O:21][CH3:22])=[O:20])(=[O:10])=[O:9])=[CH:4][CH:3]=1. Procedure: To a solution of 0.218 g methyl 8-(p-chlorophenylsulfonamido)-4-(2-methylsulfonyloxyethyl)-octanoate in 2 ml dimethylformamide is added 0.101 g imidazole and then the solution is heated at 100° for 8 h. The mixture is poured into water and extracted with ethyl acetate. The organic phase is washed with water (2×20 ml), dried, filtered and evaporated to give an amber oil which is purified by preparative thin layer chromatography using ethyl acetate as eluent to give methyl 8-(p-chlorophenylsulfona... Reactants: CC(=O)OI1(C=2C=CC=CC2C(=O)O1)(OC(=O)C)OC(=O)C (Dess-Martin reagent), C(C)(C)(C)OC(=O)C(CC(=O)OC)C(C(N(CC1=CC2=CC=CC=C2C=C1)C(C(CC=1OC(=CC1)C(NC1=CC=CC=C1)=O)C1=CC=C(C=C1)[N+](=O)[O-])C)=O)O (methyl 3-tert-butoxycarbonyl-4-hydroxy-4-[N-[(1RS,2RS)-1-methyl-2-(4-nitrophenyl)-3-(5-(phenylcarbamoyl)-2-furyl)propyl]-N-(2-naphthylmethyl)carbamoyl]butanoate), C(O)([O-])=O.[Na+] (sodium hydrogencarbonate). Run in C(Cl)(Cl)Cl (chloroform). Run at time 1 hour. Product: C(C)(C)(C)OC(=O)C(CC(=O)OC)=C(C(N(CC1=CC2=CC=CC=C2C=C1)C(C(CC=1OC(=CC1)C(NC1=CC=CC=C1)=O)C1=CC=C(C=C1)[N+](=O)[O-])C)=O)O (methyl 3-tert-butoxycarbonyl-4-hydroxy-4-[N-[(1RS,2RS)-1-methyl-2-(4-nitrophenyl)-3-(5-(phenylcarbamoyl)-2-furyl}propyl]-N-(2-naphthylmethyl)carbamoyl]-3-butenoate). Isolated yield 40.1%. Reaction SMILES: [C:1]([O:5][C:6]([CH:8]([CH:14]([OH:56])[C:15](=[O:55])[N:16]([CH:28]([CH3:54])[CH:29]([C:45]1[CH:50]=[CH:49][C:48]([N+:51]([O-:53])=[O:52])=[CH:47][CH:46]=1)[CH2:30][C:31]1[O:32][C:33]([C:36](=[O:44])[NH:37][C:38]2[CH:43]=[CH:42][CH:41]=[CH:40][CH:39]=2)=[CH:34][CH:35]=1)[CH2:17][C:18]1[CH:27]=[CH:26][C:25]2[C:20](=[CH:21][CH:22]=[CH:23][CH:24]=2)[CH:19]=1)[CH2:9][C:10]([O:12][CH3:13])=[O:11])=[O:7])([CH3:4])([CH3:3])[CH3:2].CC(OI1(OC(C)=O)(OC(C)=O)OC(=O)C2C=CC=CC1=2)=O.C(=O)([O-])O.[Na+]>C(Cl)(Cl)Cl>[C:1]([O:5][C:6]([C:8](=[C:14]([OH:56])[C:15](=[O:55])[N:16]([CH:28]([CH3:54])[CH:29]([C:45]1[CH:50]=[CH:49][C:48]([N+:51]([O-:53])=[O:52])=[CH:47][CH:46]=1)[CH2:30][C:31]1[O:32][C:33]([C:36](=[O:44])[NH:37][C:38]2[CH:39]=[CH:40][CH:41]=[CH:42][CH:43]=2)=[CH:34][CH:35]=1)[CH2:17][C:18]1[CH:27]=[CH:26][C:25]2[C:20](=[CH:21][CH:22]=[CH:23][CH:24]=2)[CH:19]=1)[CH2:9][C:10]([O:12][CH3:13])=[O:11])=[O:7])([CH3:3])([CH3:2])[CH3:4] |f:2.3|. Procedure: 40 mg of methyl 3-tert-butoxycarbonyl-4-hydroxy-4-[N-[(1RS,2RS)-1-methyl-2-(4-nitrophenyl)-3-(5-(phenylcarbamoyl)-2-furyl)propyl]-N-(2-naphthylmethyl)carbamoyl]butanoate was dissolved in 5 ml of chloroform, and 68 mg of Dess-Martin reagent was added thereto, followed by stirring at room temperature for one hour. The reaction solution was poured into a mixed solution of a saturated sodium hydrogencarbonate aqueous solution and a saturated sodium thiosulfate aqueous solution and extracted with eth... Reactants: CCOP(=O)(COC(=O)c1nc(NC(=O)OC(C)(C)C)sc1Br)OCC, C=C[Sn](CCCC)(CCCC)CCCC, [F-], [Na+], CN(C)C=O, O, Cl[Pd]Cl, c1ccc(P(c2ccccc2)c2ccccc2)cc1, c1ccc(P(c2ccccc2)c2ccccc2)cc1. The product is C=Cc1sc(NC(=O)OC(C)(C)C)nc1C(=O)OCP(=O)(OCC)OCC. As a reaction SMILES: [C:1](=[O:2])([O:3][C:4]([CH3:5])([CH3:6])[CH3:7])[NH:8][c:9]1[s:10][c:11]([Br:26])[c:12]([C:14](=[O:15])[O:16][CH2:17][P:18](=[O:19])([O:20][CH2:21][CH3:22])[O:23][CH2:24][CH3:25])[n:13]1.[CH2:27]([CH2:28][CH2:40][CH3:41])[Sn:29]([CH2:30][CH2:31][CH2:32][CH3:33])([CH2:34][CH2:35][CH2:36][CH3:37])[CH:38]=[CH2:39].[F-:42].[Na+:43].[O:44]=[CH:45][N:46]([CH3:47])[CH3:48].[OH2:49].[Pd:50]([Cl:51])[Cl:52].[c:53]1([P:54]([c:55]2[cH:56][cH:57][cH:58][cH:59][cH:60]2)[c:61]2[cH:62][cH:63][cH:64][cH:65][cH:66]2)[cH:67][cH:68][cH:69][cH:70][cH:71]1.[c:72]1([P:73]([c:74]2[cH:75][cH:76][cH:77][cH:78][cH:79]2)[c:80]2[cH:81][cH:82][cH:83][cH:84][cH:85]2)[cH:86][cH:87][cH:88][cH:89][cH:90]1>>[C:1](=[O:2])([O:3][C:4]([CH3:5])([CH3:6])[CH3:7])[NH:8][c:9]1[s:10][c:11]([CH:27]=[CH2:28])[c:12]([C:14](=[O:15])[O:16][CH2:17][P:18](=[O:19])([O:20][CH2:21][CH3:22])[O:23][CH2:24][CH3:25])[n:13]1. The reactants are BrC1=CC(=CC=2C=C(OC21)C(=O)N(C)C)OC (7-Bromo-5-methoxy-N,N-dimethylbenzofuran-2-carboxamide), N1=C(C=CC=C1)CCN1CCNCC1 (1-(2-pyridin-2-yl-ethyl)piperazine), C1(CCCCC1)P(C1=C(C=CC=C1)C1=C(C=C(C=C1C(C)C)C(C)C)C(C)C)C1CCCCC1 (2-dicyclohexylphosphino-2′,4′,6′-tri-iso-propyl-1,1′-biphenyl), CC(C)([O-])C.[Na+] (sodium t-butoxide). The reagents and catalysts are C=1C=CC(=CC1)/C=C/C(=O)/C=C/C2=CC=CC=C2.C=1C=CC(=CC1)/C=C/C(=O)/C=C/C2=CC=CC=C2.C=1C=CC(=CC1)/C=C/C(=O)/C=C/C2=CC=CC=C2.[Pd].[Pd] (Pd2 dba3). Solvent: C1(=CC=CC=C1)C (toluene), C(C)(=O)OCC (Ethyl acetate). Product: COC=1C=C(C2=C(C=C(O2)C(=O)N(C)C)C1)N1CCN(CC1)CCC1=NC=CC=C1 (5-Methoxy-N,N-dimethyl-7-(4-(2-(pyridin-2-yl)ethyl)piperazin-1-yl)benzofuran-2-carboxamide). Reaction SMILES: Br[C:2]1[C:10]2[O:9][C:8]([C:11]([N:13]([CH3:15])[CH3:14])=[O:12])=[CH:7][C:6]=2[CH:5]=[C:4]([O:16][CH3:17])[CH:3]=1.[N:18]1[CH:23]=[CH:22][CH:21]=[CH:20][C:19]=1[CH2:24][CH2:25][N:26]1[CH2:31][CH2:30][NH:29][CH2:28][CH2:27]1.C1(P(C2CCCCC2)C2C=CC=CC=2C2C(C(C)C)=CC(C(C)C)=CC=2C(C)C)CCCCC1.CC(C)([O-])C.[Na+]>C1(C)C=CC=CC=1.C1C=CC(/C=C/C(/C=C/C2C=CC=CC=2)=O)=CC=1.C1C=CC(/C=C/C(/C=C/C2C=CC=CC=2)=O)=CC=1.C1C=CC(/C=C/C(/C=C/C2C=CC=CC=2)=O)=CC=1.[Pd].[Pd].C(OCC)(=O)C>[CH3:17][O:16][C:4]1[CH:3]=[C:2]([N:29]2[CH2:30][CH2:31][N:26]([CH2:25][CH2:24][C:19]3[CH:20]=[CH:21][CH:22]=[CH:23][N:18]=3)[CH2:27][CH2:28]2)[C:10]2[O:9][C:8]([C:11]([N:13]([CH3:15])[CH3:14])=[O:12])=[CH:7][C:6]=2[CH:5]=1 |f:3.4,6.7.8.9.10|. Procedure: 7-Bromo-5-methoxy-N,N-dimethylbenzofuran-2-carboxamide (0.20 g, 0.67 mmol), 1-(2-pyridin-2-yl-ethyl)piperazine (0.13 g, 0.67 mmol), Pd2 dba3 (0.031 g, 0.030 mmol), 2-dicyclohexylphosphino-2′,4′,6′-tri-iso-propyl-1,1′-biphenyl (0.032 g, 0.070 mmol) and sodium t-butoxide (0.14 g, 1.41 mmol) were heated in toluene (1 mL) at 100° C. for 2 h. The mixture was allowed to cool. Ethyl acetate was added and the mixture was filtered through a pad of Celite. The filtrate was washed with water and brine, dri... Reactants: CS(C)=O, FC(F)(F)c1ccc(Cl)c(Cl)c1, ClCCl, Nc1ccc(O)cc1F, [K+], [OH-], O. Product: Nc1ccc(Oc2ccc(C(F)(F)F)cc2Cl)cc1F. RXN SMILES: [CH3:24][S:25]([CH3:26])=[O:27].[Cl:12][c:13]1[c:14]([Cl:23])[cH:15][c:16]([C:19]([F:20])([F:21])[F:22])[cH:17][cH:18]1.[Cl:29][CH2:30][Cl:31].[F:1][c:2]1[c:3]([NH2:4])[cH:5][cH:6][c:7]([OH:9])[cH:8]1.[K+:11].[OH-:10].[OH2:28]>>[F:1][c:2]1[c:3]([NH2:4])[cH:5][cH:6][c:7]([O:9][c:13]2[c:14]([Cl:23])[cH:15][c:16]([C:19]([F:20])([F:21])[F:22])[cH:17][cH:18]2)[cH:8]1. Starting materials: N(C(=N)N)CCNS(=O)(=O)C=1C=2C=CN=CC2C=CC1 (N-(2-guanidinoethyl)-5-isoquinolinesulfonamide), Cl (hydrochloric acid), [OH-].[Na+] (sodium hydroxide). The solvent is O (water). Product: Cl.N(C(=N)N)CCNS(=O)(=O)C=1C=2C=CN=CC2C=CC1 (N-(2-guanidinoethyl)-5-isoquinolinesulfonamide monohydrochloride). Yield: 82.0%. RXN SMILES: [NH:1]([CH2:5][CH2:6][NH:7][S:8]([C:11]1[C:12]2[CH:13]=[CH:14][N:15]=[CH:16][C:17]=2[CH:18]=[CH:19][CH:20]=1)(=[O:10])=[O:9])[C:2]([NH2:4])=[NH:3].[ClH:21].[OH-].[Na+]>O>[ClH:21].[NH:1]([CH2:5][CH2:6][NH:7][S:8]([C:11]1[C:12]2[CH:13]=[CH:14][N:15]=[CH:16][C:17]=2[CH:18]=[CH:19][CH:20]=1)(=[O:10])=[O:9])[C:2]([NH2:4])=[NH:3] |f:2.3,5.6|. Procedure: In 55 ml of water was suspended 20.5 g of N-(2-guanidinoethyl)-5-isoquinolinesulfonamide, the crystalline residue was dissolved by slowly adding of 8.2 ml of an aqueous concentrated hydrochloric acid solution. The pH of the aqueous layer was adjusted to 6.8 with 3.2 ml of a 10N aqueous sodium hydroxide solution by dropwise addition at a temperature of 30° C. to 40° C., and the mixed solution was stirred for a night. The crystalline residue thus obtained was separated by filtration, and the resid... Solvent: CS(=O)C (dimethyl sulfoxide). RXN SMILES: N[C:2]1[C:3]([S:8]([NH2:11])(=[O:10])=[O:9])=[N:4][CH:5]=[CH:6][CH:7]=1.[FH:12].N([O-])=O.[Na+].N#N.C(=O)(O)[O-].[Na+].[Cl-].[Na+]>CS(C)=O>[F:12][C:2]1[C:3]([S:8]([NH2:11])(=[O:10])=[O:9])=[N:4][CH:5]=[CH:6][CH:7]=1 |f:2.3,5.6,7.8|. Yield: 70.0%. Reactants: ice water, C([O-])(O)=O.[Na+] (sodium bicarbonate), [Cl-].[Na+] (sodium chloride), N#N (N2), F (hydrogen fluoride), N(=O)[O-].[Na+] (sodium nitrite), NC=1C(=NC=CC1)S(=O)(=O)N (3-aminopyridin-2-ylsulfonamide). Yields the product FC=1C(=NC=CC1)S(=O)(=O)N (3-fluoropyridin-2-ylsulfonamide). Procedure: 5.3 g (0.030 mol) of 3-aminopyridin-2-ylsulfonamide are dissolved in 12 ml of dimethyl sulfoxide, and the solution is added dropwise at 0° C. to 14.3 g (0.72 mol) of hydrogen fluoride (exothermal reaction). 2.4 g (0.035 mol) of sodium nitrite are then added in portions at 0° C. After one hour, the mixture is heated to 70° C. (evolution of N2). After the reaction mixture has cooled, it is added to an ice/water mixture, sodium bicarbonate and sodium chloride are added, and the mixture is then extr... Conditions: time 1 hour. Reactants: COC(=O)C1N2N(CCC1)C(=C(C2=O)C2=CC=C(C=C2)F)C2=NC(=NC=C2)OC2=CC=CC=C2 (2-(4-fluorophenyl)-1-(2-phenoxy-pyrimidin-4-yl)-3-oxo-5,6,7,8-tetrahydro-3H-pyrazolo[1,2-a]pyridazine-5-carboxylic acid methyl ester), O (water), [Li+].[OH-] (LiOH). Run in CO (methanol). Run at time 3 hour. Product: FC1=CC=C(C=C1)C=1C(N2N(CCCC2C(=O)O)C1C1=NC(=NC=C1)OC1=CC=CC=C1)=O (2-(4-fluorophenyl)-1-(2-phenoxy-pyrimidin-4-yl)-3-oxo-5,6,7,8-tetrahydro-3H-pyrazolo[1,2-a]pyridazine-5-carboxylic acid). The yield is 63.0%. Reaction SMILES: C[O:2][C:3]([CH:5]1[CH2:10][CH2:9][CH2:8][N:7]2[C:11]([C:22]3[CH:27]=[CH:26][N:25]=[C:24]([O:28][C:29]4[CH:34]=[CH:33][CH:32]=[CH:31][CH:30]=4)[N:23]=3)=[C:12]([C:15]3[CH:20]=[CH:19][C:18]([F:21])=[CH:17][CH:16]=3)[C:13](=[O:14])[N:6]12)=[O:4].O.[Li+].[OH-]>CO>[F:21][C:18]1[CH:19]=[CH:20][C:15]([C:12]2[C:13](=[O:14])[N:6]3[CH:5]([C:3]([OH:4])=[O:2])[CH2:10][CH2:9][CH2:8][N:7]3[C:11]=2[C:22]2[CH:27]=[CH:26][N:25]=[C:24]([O:28][C:29]3[CH:30]=[CH:31][CH:32]=[CH:33][CH:34]=3)[N:23]=2)=[CH:16][CH:17]=1 |f:2.3|. Procedure details: To a solution of 2-(4-fluorophenyl)-1-(2-phenoxy-pyrimidin-4-yl)-3-oxo-5,6,7,8-tetrahydro-3H-pyrazolo[1,2-a]pyridazine-5-carboxylic acid methyl ester, 22, (0.02 g, 0.0143 mmol) in methanol (1 mL) and water (1 mL) is added LiOH (0.016 g, 0.65 mmol). The reaction solution is stirred at room temperature for 3 hours then quenched by the addition of 1 N HCl (20 mL). The reaction solution is extracted with ethyl acetate (3×50 mL), the organic layers are combined, washed with brine, dried, and concentr...